This data is from the Open Reaction Database (ORD), a public repository of structured organic reaction records. The task is: describe an organic reaction: reactants, conditions, products, and yield Reported procedure: Dissolved in 100 ml of dimethylformamide was 10.4 g (0.04 mole) of 1-methyl-3-(3,4-dichlorophenyl)-4-hydroxyimidazolidine-2-one. The solution was cooled to 10° C. and 2 g (0.04 mole) of sodium hydride was added to the solution with stirring. After the addition, the mixture was stirred for 30 minutes and 4.4 g of ethyl bromide was added dropwise. The mixture was stirred at room temperature for 2 hours and water was added to the reaction mixture. The mixture was extracted with chloroform and the c... Solvent: CN(C=O)C (dimethylformamide). The product is CN1C(N(C(C1)OCC)C1=CC(=C(C=C1)Cl)Cl)=O (1-methyl-3-(3,4-dichlorophenyl)-4-ethoxyimidazolidine-2-one). Run at temperature 10 celsius. RXN SMILES: [CH3:1][N:2]1[CH2:6][CH:5]([OH:7])[N:4]([C:8]2[CH:13]=[CH:12][C:11]([Cl:14])=[C:10]([Cl:15])[CH:9]=2)[C:3]1=[O:16].[H-].[Na+].[CH2:19](Br)[CH3:20].O>CN(C)C=O>[CH3:1][N:2]1[CH2:6][CH:5]([O:7][CH2:19][CH3:20])[N:4]([C:8]2[CH:13]=[CH:12][C:11]([Cl:14])=[C:10]([Cl:15])[CH:9]=2)[C:3]1=[O:16] |f:1.2|. Yield: 82.1%. Reactants: CN1C(N(C(C1)O)C1=CC(=C(C=C1)Cl)Cl)=O (1-methyl-3-(3,4-dichlorophenyl)-4-hydroxyimidazolidine-2-one), O (water), [H-].[Na+] (sodium hydride), C(C)Br (ethyl bromide). Starting materials: CC(=O)O, CO, CCOC(=O)CC(=O)CSCCNC=O, N. Yields the product CCOC(=O)C=C(N)CSCCNC=O. As a reaction SMILES: [CH3:1][C:2](=[O:3])[OH:4].[CH3:21][OH:22].[CH:5](=[O:6])[NH:7][CH2:8][CH2:9][S:10][CH2:11][C:12]([CH2:13][C:14](=[O:15])[O:16][CH2:17][CH3:18])=[O:19].[NH3:20]>>[CH:5](=[O:6])[NH:7][CH2:8][CH2:9][S:10][CH2:11][C:12](=[CH:13][C:14](=[O:15])[O:16][CH2:17][CH3:18])[NH2:20]. The reactants are BrC=1C(=C2N(CCN(C2)C(=O)OC(C)(C)C)C1Cl)C(N)=O (tert-butyl 7-bromo-8-carbamoyl-6-chloro-3,4-dihydropyrrolo[1,2-a]pyrazine-2(1H)-carboxylate), bromo, C=1C=2N(C=CN1)C=CC2 (pyrrolo[1,2-a]pyrazine), COC1=CC=C(C=C1)B(O)O (4-methoxyphenylboronic acid), C([O-])([O-])=O.[Cs+].[Cs+] (caesium carbonate). Reagents/catalysts: C1=CC=C(C=C1)P([C-]2C=CC=C2)C3=CC=CC=C3.C1=CC=C(C=C1)P([C-]2C=CC=C2)C3=CC=CC=C3.Cl[Pd]Cl.[Fe+2] (1,1′-bis(diphenylphosphino)ferrocenedichloropalladium). Run in C(C)(=O)OCC (ethyl acetate), O1CCCC1 (tetrahydrofuran), O (water). Run at temperature 100 celsius. Product: C(N)(=O)C=1C(=C(N2C1CN(CC2)C(=O)OC(C)(C)C)Cl)C2=CC=C(C=C2)OC (tert-butyl 8-carbamoyl-6-chloro-7-(4-methoxyphenyl)-3,4-dihydropyrrolo[1,2-a]pyrazine-2(1H)-carboxylate). Yield: 77.9%. Reaction SMILES: Br[C:2]1[C:3]([C:19](=[O:21])[NH2:20])=[C:4]2[CH2:9][N:8]([C:10]([O:12][C:13]([CH3:16])([CH3:15])[CH3:14])=[O:11])[CH2:7][CH2:6][N:5]2[C:17]=1[Cl:18].C1C2N(C=CC=2)C=CN=1.[CH3:31][O:32][C:33]1[CH:38]=[CH:37][C:36](B(O)O)=[CH:35][CH:34]=1.C(=O)([O-])[O-].[Cs+].[Cs+]>O1CCCC1.O.C(OCC)(=O)C.C1C=CC(P(C2C=CC=CC=2)[C-]2C=CC=C2)=CC=1.C1C=CC(P(C2C=CC=CC=2)[C-]2C=CC=C2)=CC=1.Cl[Pd]Cl.[Fe+2]>[C:19]([C:3]1[C:2]([C:36]2[CH:37]=[CH:38][C:33]([O:32][CH3:31])=[CH:34][CH:35]=2)=[C:17]([Cl:18])[N:5]2[CH2:6][CH2:7][N:8]([C:10]([O:12][C:13]([CH3:16])([CH3:15])[CH3:14])=[O:11])[CH2:9][C:4]=12)(=[O:21])[NH2:20] |f:3.4.5,9.10.11.12|. Procedure: To a mixture under nitrogen of 4.00 g (10.6 mmol) of tert-butyl 7-bromo-8-carbamoyl-6-chloro-3,4-dihydropyrrolo[1,2-a]pyrazine-2(1H)-carboxylate under N2 with the bromo derivative of pyrrolo[1,2-a]pyrazine, 1.77 g (11.6 mmol) of 4-methoxyphenylboronic acid and 10.3 g (31.7 mmol) of caesium carbonate in a mixture of 80 ml of tetrahydrofuran and 4 ml of water is added 0.863 g (1.06 mmol) of 1,1′-bis(diphenylphosphino)ferrocenedichloropalladium (II) (CAS 72287-26-4). The mixture is heated at 100° C... Starting materials: C(C)(C)(C)OC(=O)N1C(CCC1)(C(O)C1=CC(=C(C=C1)Cl)Cl)CCCC (2-butyl-2-[(3,4-dichloro-phenyl)-hydroxy-methyl]-pyrrolidine-1-carboxylic acid tert-butyl ester). Run in C(Cl)Cl (DCM), C(Cl)Cl (DCM). Reaction conditions: time 30 minute. Yields the product C(C)(C)(C)OC(=O)N1C(CCC1)(C(C1=CC(=C(C=C1)Cl)Cl)=O)CCCC (2-butyl-2-(3,4-dichloro-benzoyl)-pyrrolidine-1-carboxylic acid tert-butyl ester). Yield: 85.3%. Reaction SMILES: [C:1]([O:5][C:6]([N:8]1[CH2:12][CH2:11][CH2:10][C:9]1([CH2:23][CH2:24][CH2:25][CH3:26])[CH:13]([C:15]1[CH:20]=[CH:19][C:18]([Cl:21])=[C:17]([Cl:22])[CH:16]=1)[OH:14])=[O:7])([CH3:4])([CH3:3])[CH3:2]>C(Cl)Cl>[C:1]([O:5][C:6]([N:8]1[CH2:12][CH2:11][CH2:10][C:9]1([CH2:23][CH2:24][CH2:25][CH3:26])[C:13](=[O:14])[C:15]1[CH:20]=[CH:19][C:18]([Cl:21])=[C:17]([Cl:22])[CH:16]=1)=[O:7])([CH3:4])([CH3:3])[CH3:2]. Procedure: To a stirred solution of 2-butyl-2-[(3,4-dichloro-phenyl)-hydroxy-methyl]-pyrrolidine-1-carboxylic acid tert-butyl ester (0.520 g, 1.29 mmol) in DCM (20 mL) at 0° C. under nitrogen was added DMP (0.658 g, 1.55 mmol) in a single portion. The reaction mixture was warmed to ambient temperature and stirred for 30 minutes, then diluted with DCM, washed with 1 N NaOH and brine, then dried (MgSO4), filtered and concentrated in vacuo to a yellow oil (0.62 g). Purification by chromatography (silica, 10-2...